Dataset: the Open Reaction Database (ORD), a public repository of structured organic reaction records. Task: describe an organic reaction: reactants, conditions, products, and yield Reactants: O (water), C1=C(C=CC=2C(C3=CC=CC=C3C(C12)=O)=O)C=O (anthraquinone-2-aldehyde), C(CCO)O (1,3-propanediol), C1(=CC=C(C=C1)S(=O)(=O)O)C (p-toluenesulfonic acid). Solvent: C1(=CC=CC=C1)C (toluene). Product: C1(=CC=CC=2C(C3=CC=CC=C3C(C12)=O)=O)C=O (anthraquinone aldehyde), C(CCO)O (1,3-propane diol). Reaction SMILES: [CH:1]1[C:14]2[C:13](=[O:15])[C:12]3[C:7](=[CH:8][CH:9]=[CH:10][CH:11]=3)[C:6](=[O:16])[C:5]=2[CH:4]=[CH:3][C:2]=1C=O.[CH2:19]([OH:23])[CH2:20][CH2:21][OH:22].C1(C)C=CC(S(O)(=O)=O)=CC=1.O>C1(C)C=CC=CC=1>[C:8]1([CH:21]=[O:22])[C:7]2[C:6](=[O:16])[C:5]3[C:14](=[CH:1][CH:2]=[CH:3][CH:4]=3)[C:13](=[O:15])[C:12]=2[CH:11]=[CH:10][CH:9]=1.[CH2:19]([OH:23])[CH2:20][CH2:21][OH:22]. Procedure: A mixture of anthraquinone-2-aldehyde (12.0 g), 1,3-propanediol (10 ml), and p-toluenesulfonic acid (20 mg) in toluene (300 ml) was heated under reflux with a removal of water formed from the condensation of anthraquinone aldehyde and 1,3-propane diol for 4 hours. The mixture was then cooled to room temperature, filtered off with suction, washed with water and diethyl ether, and dried under vacuum to afford anthraquinone-2-propaneacetal (12.5 g, 84%).